The task is: describe an organic reaction: reactants, conditions, products, and yield. This data is from the Open Reaction Database (ORD), a public repository of structured organic reaction records. Reactants: IC1=C(C=CC(=C1)C(C)C)O (2-Iodo-4-(1-methylethyl)phenol), ClCC(=O)NCO (2-chloro-N-(hydroxymethyl)acetamide), O (water). Solvent: C(C)(=O)O (acetic acid), S(O)(O)(=O)=O (sulfuric acid). Reaction conditions: temperature 20 celsius. The product is Cl.NCC1=C(C(=CC(=C1)C(C)C)I)O (2-aminomethyl-4-(1-methylethyl)-6-iodophenol hydrochloride). Isolated yield 42.7%. As a reaction SMILES: [I:1][C:2]1[CH:7]=[C:6]([CH:8]([CH3:10])[CH3:9])[CH:5]=[CH:4][C:3]=1[OH:11].[Cl:12]C[C:14]([NH:16]CO)=O.O>C(O)(=O)C.S(=O)(=O)(O)O>[ClH:12].[NH2:16][CH2:14][C:4]1[CH:5]=[C:6]([CH:8]([CH3:9])[CH3:10])[CH:7]=[C:2]([I:1])[C:3]=1[OH:11] |f:5.6|. Procedure: 2-Iodo-4-(1-methylethyl)phenol (13.1 g., 0.05 mole) is dissolved in a mixture of acetic acid (50 ml.) and 96% sulfuric acid (5 ml.) and powdered 2-chloro-N-(hydroxymethyl)acetamide (6.15 g., 0.05 mole) is added during 10 minutes with stirring at 20° C. The solution is stirred for 2.5 hours and then added to 300 ml. of water. The crude solid (18 g.) is collected and refluxed in ethanol (25 ml.)-hydrochloric acid (10 ml.) for 2 hours. The solid (7.5 g.) that separates on cooling, namely 2-aminomet... The reactants are CCO, Cc1cc2c(N=C=S)cccc2cn1, OCCC1Cc2ccccc2N1. The product is Cc1cc2c(NC(=S)N3c4ccccc4CC3CCO)cccc2cn1. RXN SMILES: [CH3:27][CH2:28][OH:29].[N:13](=[C:14]=[S:15])[c:16]1[c:17]2[cH:18][c:19]([CH3:26])[n:20][cH:21][c:22]2[cH:23][cH:24][cH:25]1.[OH:1][CH2:2][CH2:3][CH:4]1[NH:5][c:6]2[cH:7][cH:8][cH:9][cH:10][c:11]2[CH2:12]1>>[OH:1][CH2:2][CH2:3][CH:4]1[N:5]([C:14]([NH:13][c:16]2[c:17]3[cH:18][c:19]([CH3:26])[n:20][cH:21][c:22]3[cH:23][cH:24][cH:25]2)=[S:15])[c:6]2[cH:7][cH:8][cH:9][cH:10][c:11]2[CH2:12]1. Starting materials: CCOC(=O)C1(S(=O)(=O)c2ccc(OC)cc2)CCN(CCCc2ccccc2)CC1, [Na+], [OH-]. The product is COc1ccc(S(=O)(=O)C2(C(=O)O)CCN(CCCc3ccccc3)CC2)cc1. RXN SMILES: [CH2:1]([CH3:2])[O:3][C:4](=[O:5])[C:6]1([S:21](=[O:22])(=[O:23])[c:24]2[cH:25][cH:26][c:27]([O:30][CH3:31])[cH:28][cH:29]2)[CH2:7][CH2:8][N:9]([CH2:12][CH2:13][CH2:14][c:15]2[cH:16][cH:17][cH:18][cH:19][cH:20]2)[CH2:10][CH2:11]1.[Na+:33].[OH-:32]>>[O:3]=[C:4]([OH:5])[C:6]1([S:21](=[O:22])(=[O:23])[c:24]2[cH:25][cH:26][c:27]([O:30][CH3:31])[cH:28][cH:29]2)[CH2:7][CH2:8][N:9]([CH2:12][CH2:13][CH2:14][c:15]2[cH:16][cH:17][cH:18][cH:19][cH:20]2)[CH2:10][CH2:11]1.